This data is from the Open Reaction Database (ORD), a public repository of structured organic reaction records. The task is: describe an organic reaction: reactants, conditions, products, and yield The reactants are N(=[N+]=[N-])CC1=C(C=CC=C1F)F (2-(azidomethyl)-1,3- difluorobenzene), BrC(C(=O)OC)=C (methyl 2-bromoacrylate), C(C)(C)(C)O (t-butanol). Solvent: O (water). Product: FC1=C(CN2N=NC(=C2)C(=O)OC)C(=CC=C1)F (methyl 1-(2,6-difluorobenzyl)-1H-1,2,3-triazole-4-carboxylate). Reaction SMILES: [N:1]([CH2:4][C:5]1[C:10]([F:11])=[CH:9][CH:8]=[CH:7][C:6]=1[F:12])=[N+:2]=[N-:3].Br[C:14](=[CH2:19])[C:15]([O:17][CH3:18])=[O:16].C(O)(C)(C)C>O>[F:12][C:6]1[CH:7]=[CH:8][CH:9]=[C:10]([F:11])[C:5]=1[CH2:4][N:1]1[CH:19]=[C:14]([C:15]([O:17][CH3:18])=[O:16])[N:3]=[N:2]1. Reported procedure: In a preferred embodiment 2-(azidomethyl)-1,3- difluorobenzene is treated with methyl 2-bromoacrylate in mixture of t-butanol and water to produce methyl 1-(2,6-difluorobenzyl)-1H-1,2,3-triazole-4-carboxylate. The reactants are CCOC(=O)CCCOc1cc(OC)c(CC=C(C)C)cc1C(=O)OC, C[Si](C)(C)[N-][Si](C)(C)C, CCOC(C)=O, [Cl-], [Li+], [NH4+], C1CCOC1. The product is CCOC(=O)C1CCOc2cc(OC)c(CC=C(C)C)cc2C1=O. RXN SMILES: [CH2:11]([CH3:12])[O:13][C:14](=[O:15])[CH2:16][CH2:17][CH2:18][O:19][c:20]1[c:21]([C:22]([O:24][CH3:23])=[O:25])[cH:26][c:27]([CH2:32][CH:33]=[C:34]([CH3:35])[CH3:36])[c:28]([O:30][CH3:31])[cH:29]1.[CH3:1][Si:2]([N-:3][Si:4]([CH3:5])([CH3:6])[CH3:7])([CH3:8])[CH3:9].[CH3:39][CH2:40][O:41][C:42](=[O:43])[CH3:44].[Cl-:37].[Li+:10].[NH4+:38].[O:45]1[CH2:46][CH2:47][CH2:48][CH2:49]1>>[CH2:11]([CH3:12])[O:13][C:14](=[O:15])[CH:16]1[CH2:17][CH2:18][O:19][c:20]2[c:21]([cH:26][c:27]([CH2:32][CH:33]=[C:34]([CH3:35])[CH3:36])[c:28]([O:30][CH3:31])[cH:29]2)[C:22]1=[O:24]. The reactants are ClC1=C(C=CC(=C1)Cl)C1N(C(C2=CC=CC=C2C1C(=O)NCCC1=CC=CC(=N1)OCC(=O)OCC1=CC=CC=C1)=O)C1C(CCCC1)NS(=O)(=O)C (benzyl ({6-[2-({[(3RS,4RS)-3-(2,4-dichlorophenyl)-2-{(1SR,2SR)-2-[(methylsulfonyl)amino]cyclohexyl}-1-oxo-1,2,3,4-tetrahydroisoquinolin-4-yl]carbonyl}amino)ethyl]pyridin-2-yl}oxy)acetate), CN(C)C=O (DMF). Reagents/catalysts: [Pd] (palladium/carbon). Solvent: C(C)O (ethanol). Run at time 15 minute. Product: ClC1=C(C=CC(=C1)Cl)C1N(C(C2=CC=CC=C2C1C(=O)NCCC1=CC=CC(=N1)OCC(=O)O)=O)C1C(CCCC1)NS(=O)(=O)C (({6-[2-({[(3RS,4RS)-3-(2,4-dichlorophenyl)-2-{(1SR,2SR)-2-[(methylsulfonyl)amino]cyclohexyl}-1-oxo-1,2,3,4-tetrahydroisoquinolin-4-yl]carbonyl}amino)ethyl]pyridin-2-yl}oxy)acetic acid). Yield: 21.0%. Reaction SMILES: [Cl:1][C:2]1[CH:7]=[C:6]([Cl:8])[CH:5]=[CH:4][C:3]=1[CH:9]1[CH:18]([C:19]([NH:21][CH2:22][CH2:23][C:24]2[N:29]=[C:28]([O:30][CH2:31][C:32]([O:34]CC3C=CC=CC=3)=[O:33])[CH:27]=[CH:26][CH:25]=2)=[O:20])[C:17]2[C:12](=[CH:13][CH:14]=[CH:15][CH:16]=2)[C:11](=[O:42])[N:10]1[CH:43]1[CH2:48][CH2:47][CH2:46][CH2:45][CH:44]1[NH:49][S:50]([CH3:53])(=[O:52])=[O:51].CN(C=O)C>[Pd].C(O)C>[Cl:1][C:2]1[CH:7]=[C:6]([Cl:8])[CH:5]=[CH:4][C:3]=1[CH:9]1[CH:18]([C:19]([NH:21][CH2:22][CH2:23][C:24]2[N:29]=[C:28]([O:30][CH2:31][C:32]([OH:34])=[O:33])[CH:27]=[CH:26][CH:25]=2)=[O:20])[C:17]2[C:12](=[CH:13][CH:14]=[CH:15][CH:16]=2)[C:11](=[O:42])[N:10]1[CH:43]1[CH2:48][CH2:47][CH2:46][CH2:45][CH:44]1[NH:49][S:50]([CH3:53])(=[O:51])=[O:52]. Reported procedure: To a mixed liquid of 420 mg of benzyl ({6-[2-({[(3RS,4RS)-3-(2,4-dichlorophenyl)-2-{(1SR,2SR)-2-[(methylsulfonyl)amino]cyclohexyl}-1-oxo-1,2,3,4-tetrahydroisoquinolin-4-yl]carbonyl}amino)ethyl]pyridin-2-yl}oxy)acetate, 5 ml of DMF, and 5 ml of ethanol was added 84 mg of 5% palladium/carbon, followed by stirring at room temperature for 15 minutes under a hydrogen atmosphere. After separating the palladium/carbon by filtration, the solvent was evaporated, and the residue was purified by silica gel... The reactants are CC(C)(C)[O-], CCOC(C)=O, OCc1coc(C=Cc2ccc(Cl)cc2F)n1, Clc1ccc(CCCCn2ccnn2)nn1, [Na+], C1CCOC1. Product: Fc1cc(Cl)ccc1C=Cc1nc(COc2ccc(CCCCn3ccnn3)nn2)co1. Reaction SMILES: [CH3:18][C:19]([CH3:20])([O-:21])[CH3:22].[CH3:40][CH2:41][O:42][C:43](=[O:44])[CH3:45].[Cl:1][c:2]1[cH:3][c:4]([F:17])[c:5]([CH:8]=[CH:9][c:10]2[o:11][cH:12][c:13]([CH2:15][OH:16])[n:14]2)[cH:6][cH:7]1.[Cl:24][c:25]1[n:26][n:27][c:28]([CH2:31][CH2:32][CH2:33][CH2:34][n:35]2[n:36][n:37][cH:38][cH:39]2)[cH:29][cH:30]1.[Na+:23].[O:46]1[CH2:47][CH2:48][CH2:49][CH2:50]1>>[Cl:1][c:2]1[cH:3][c:4]([F:17])[c:5]([CH:8]=[CH:9][c:10]2[o:11][cH:12][c:13]([CH2:15][O:16][c:25]3[n:26][n:27][c:28]([CH2:31][CH2:32][CH2:33][CH2:34][n:35]4[n:36][n:37][cH:38][cH:39]4)[cH:29][cH:30]3)[n:14]2)[cH:6][cH:7]1. Reactants: CCSC(C)CC1CC(=O)C(C(C)=O)C(=O)C1, CC(=O)O, CCCCCC, NOCC=CCl, [Na+], [OH-], O. Yields the product CCSC(C)CC1CC(=O)C(=C(C)NOCC=CCl)C(=O)C1. RXN SMILES: [C:1]([CH3:2])(=[O:3])[CH:4]1[C:5](=[O:17])[CH2:6][CH:7]([CH2:11][CH:12]([CH3:13])[S:14][CH2:15][CH3:16])[CH2:8][C:9]1=[O:10].[CH3:18][C:19](=[O:20])[OH:21].[CH3:31][CH2:32][CH2:33][CH2:34][CH2:35][CH3:36].[Cl:22][CH:23]=[CH:24][CH2:25][O:26][NH2:27].[Na+:29].[OH-:28].[OH2:30]>>[C:1]([CH3:2])(=[C:4]1[C:5](=[O:17])[CH2:6][CH:7]([CH2:11][CH:12]([CH3:13])[S:14][CH2:15][CH3:16])[CH2:8][C:9]1=[O:10])[NH:27][O:26][CH2:25][CH:24]=[CH:23][Cl:22]. The reactants are O=CN1CCCNC1=O, O=C(Cl)Cl. Yields the product O=CN1CCCN(C(=O)Cl)C1=O. RXN SMILES: [CH:1](=[O:2])[N:3]1[C:4](=[O:9])[NH:5][CH2:6][CH2:7][CH2:8]1.[Cl:10][C:11]([Cl:12])=[O:13]>>[CH:1](=[O:2])[N:3]1[C:4](=[O:9])[N:5]([C:11]([Cl:10])=[O:13])[CH2:6][CH2:7][CH2:8]1.